describe an organic reaction: reactants, conditions, products, and yield From a dataset of the Open Reaction Database (ORD), a public repository of structured organic reaction records. Starting materials: CN1Cc2c(C3=CCC(=O)CC3)ccc([N+](=O)[O-])c2C1=O, CCOCC, ClCCl, Cl, CCOP(OCC)OCC. Yields the product CCOP(=O)(OCC)C1(O)CC=C(c2ccc([N+](=O)[O-])c3c2CN(C)C3=O)CC1. As a reaction SMILES: [CH3:1][N:2]1[C:3](=[O:21])[c:4]2[c:5]([N+:18](=[O:19])[O-:20])[cH:6][cH:7][c:8]([C:11]3=[CH:12][CH2:13][C:14](=[O:17])[CH2:15][CH2:16]3)[c:9]2[CH2:10]1.[CH3:33][CH2:34][O:35][CH2:36][CH3:37].[Cl:38][CH2:39][Cl:40].[ClH:32].[P:22]([O:23][CH2:24][CH3:25])([O:26][CH2:27][CH3:28])[O:29][CH2:30][CH3:31]>>[CH3:1][N:2]1[C:3](=[O:21])[c:4]2[c:5]([N+:18](=[O:19])[O-:20])[cH:6][cH:7][c:8]([C:11]3=[CH:12][CH2:13][C:14]([OH:17])([P:22]([O:23][CH2:24][CH3:25])([O:26][CH2:27][CH3:28])=[O:29])[CH2:15][CH2:16]3)[c:9]2[CH2:10]1. The reactants are ClC1=CC(=C(N)C=C1C1(CC1)C)OC (4-chloro-2-methoxy-5-(1-methylcyclopropyl)aniline), C(C=O)(=O)OCC (ethyl glyoxalate), C(#N)[BH3-].[Na+] (sodium cyanoborohydride). The reagents and catalysts are CC(=O)O (AcOH). Procedure: To a solution of 4-chloro-2-methoxy-5-(1-methylcyclopropyl)aniline (450 mg, 2.13 mmol) in MeOH (20 mL) at RT, AcOH (3 drops) and ethyl glyoxalate (326 mg, 3.19 mmol, 50% in toluene) were added. The mixture was stirred at RT for 2 h and then sodium cyanoborohydride (403 mg, 6.39 mmol) was added to the mixture. The resulting mixture was stirred at 50° C. for 16 h. The mixture was allowed to cool to RT, and partitioned between ethyl acetate and water. The organic layer was dried over MgSO4, filtere... Reaction SMILES: [Cl:1][C:2]1[C:8]([C:9]2([CH3:12])[CH2:11][CH2:10]2)=[CH:7][C:5]([NH2:6])=[C:4]([O:13][CH3:14])[CH:3]=1.[C:15]([O:19][CH2:20][CH3:21])(=[O:18])[CH:16]=O.C([BH3-])#N.[Na+]>CO.CC(O)=O>[Cl:1][C:2]1[C:8]([C:9]2([CH3:12])[CH2:10][CH2:11]2)=[CH:7][C:5]([NH:6][CH2:16][C:15]([O:19][CH2:20][CH3:21])=[O:18])=[C:4]([O:13][CH3:14])[CH:3]=1 |f:2.3|. The yield is 100.3%. Solvent: CO (MeOH). Yields the product ClC1=CC(=C(C=C1C1(CC1)C)NCC(=O)OCC)OC (Ethyl 2-((4-chloro-2-methoxy-5-(1-methylcyclopropyl)phenyl)amino)acetate). Run at time 2 hour. Starting materials: BrC=1C=C(C(=O)NC2=CC=C(C=C2)OC(F)(F)F)C=CC1N1C[C@@H](CC1)O ((R)-3-bromo-4-(3-hydroxypyrrolidin-1-yl)-N-(4-(trifluoromethoxy)phenyl)benzamide), N1=CC(=CC=C1)B(O)O (pyridin-3-ylboronic acid). The product is O[C@H]1CN(CC1)C1=C(C=C(C(=O)NC2=CC=C(C=C2)OC(F)(F)F)C=C1)C=1C=NC=CC1 ((R)-4-(3-Hydroxypyrrolidin-1-yl)-3-(pyridin-3-yl)-N-(4-(trifluoromethoxy)phenyl)benzamide). Reaction SMILES: Br[C:2]1[CH:3]=[C:4]([CH:19]=[CH:20][C:21]=1[N:22]1[CH2:26][CH2:25][C@@H:24]([OH:27])[CH2:23]1)[C:5]([NH:7][C:8]1[CH:13]=[CH:12][C:11]([O:14][C:15]([F:18])([F:17])[F:16])=[CH:10][CH:9]=1)=[O:6].[N:28]1[CH:33]=[CH:32][CH:31]=[C:30](B(O)O)[CH:29]=1>>[OH:27][C@@H:24]1[CH2:25][CH2:26][N:22]([C:21]2[CH:20]=[CH:19][C:4]([C:5]([NH:7][C:8]3[CH:13]=[CH:12][C:11]([O:14][C:15]([F:18])([F:17])[F:16])=[CH:10][CH:9]=3)=[O:6])=[CH:3][C:2]=2[C:30]2[CH:29]=[N:28][CH:33]=[CH:32][CH:31]=2)[CH2:23]1. Procedure: The title compound was prepared in analogous fashion to that described in Example 1 using (R)-3-bromo-4-(3-hydroxypyrrolidin-1-yl)-N-(4-(trifluoromethoxy)phenyl)benzamide (Stage 2.1) and pyridin-3-ylboronic acid to afford a white solid. UPLC-MS (condition 1) tR=1.94 min, m/z=444.1 [M+H]+, m/z=442.1 [M−H]−; 1H-NMR (400 MHz, DMSO-d6) δ ppm 1.68-1.79 (m, 1H) 1.85 (dt, J=8.62, 4.37 Hz, 1H) 2.66 (d, J=9.78 Hz, 1H) 2.98-3.07 (m, 2H) 3.16-3.25 (m, 1H) 4.18 (br. s, 1H) 4.84 (br. s, 1H) 6.95 (d, J=8.80 H... Reactants: C(C)(C)(C)OC(=O)N[C@H](C(C1=CC=CC=C1)C1=CC=CC=C1)C(=O)O (N-tert-butoxycarbonyl-(2R)-3,3-diphenylalanine). The reagents and catalysts are [Rh] (Rh/C). Run in C(C)O (ethanol). Product: C(C)(C)(C)OC(=O)N[C@H](C(C1CCCCC1)C1CCCCC1)C(=O)O (N-Tert-butoxycarbonyl-(2R)-3,3-dicyclohexylalanine). Reaction SMILES: [C:1]([O:5][C:6]([NH:8][C@@H:9]([C:23]([OH:25])=[O:24])[CH:10]([C:17]1[CH:22]=[CH:21][CH:20]=[CH:19][CH:18]=1)[C:11]1[CH:16]=[CH:15][CH:14]=[CH:13][CH:12]=1)=[O:7])([CH3:4])([CH3:3])[CH3:2]>C(O)C.[Rh]>[C:1]([O:5][C:6]([NH:8][C@@H:9]([C:23]([OH:25])=[O:24])[CH:10]([CH:17]1[CH2:22][CH2:21][CH2:20][CH2:19][CH2:18]1)[CH:11]1[CH2:12][CH2:13][CH2:14][CH2:15][CH2:16]1)=[O:7])([CH3:4])([CH3:2])[CH3:3]. Procedure details: A solution of N-tert-butoxycarbonyl-(2R)-3,3-diphenylalanine (10 mmol) in ethanol is placed under hydrogen for one night in the presence of Rh/C (0.5 g). After removal of the catalyst by filtration, the solvent is evaporated off to yield the expected product.